describe an organic reaction: reactants, conditions, products, and yield From a dataset of the Open Reaction Database (ORD), a public repository of structured organic reaction records. Reactants: ClC=1C=C(C=C(C1)Cl)[C@@H]1[C@@H](NC(O1)=O)C ((4S,5R)-5-(3,5-dichlorophenyl)-4-methyl-1,3-oxazolidin-2-one), [H-].[Na+] (sodium hydride), COC1=C(C=C(C=C1)C1=C(C=C(C=C1)C(=O)OC)C)C=1C(=NC(=NC1)SC)COS(=O)(=O)C (methyl 4′-methoxy-2-methyl-3′-[2-(methylsulfanyl)-4-{[(methylsulfonyl)oxy]methyl}pyrimidin-5-yl]biphenyl-4-carboxylate). The solvent is C1CCOC1 (THF), C1CCOC1 (THF). Conditions: temperature 0 celsius, time 1 hour. The product is ClC=1C=C(C=C(C1)Cl)[C@@H]1[C@@H](N(C(O1)=O)CC1=NC(=NC=C1C=1C=C(C=CC1OC)C1=C(C=C(C=C1)C(=O)OC)C)SC)C (methyl 3′-[4-{[(4S,5R)-5-(3,5-dichlorophenyl)-4-methyl-2-oxo-1,3-oxazolidin-3-yl]methyl}-2-(methylsulfanyl)pyrimidin-5-yl]-4′-methoxy-2-methylbiphenyl-4-carboxylate). Yield: 61.9%. RXN SMILES: [Cl:1][C:2]1[CH:3]=[C:4]([C@H:9]2[O:13][C:12](=[O:14])[NH:11][C@H:10]2[CH3:15])[CH:5]=[C:6]([Cl:8])[CH:7]=1.[H-].[Na+].[CH3:18][O:19][C:20]1[CH:25]=[CH:24][C:23]([C:26]2[CH:31]=[CH:30][C:29]([C:32]([O:34][CH3:35])=[O:33])=[CH:28][C:27]=2[CH3:36])=[CH:22][C:21]=1[C:37]1[C:38]([CH2:45]OS(C)(=O)=O)=[N:39][C:40]([S:43][CH3:44])=[N:41][CH:42]=1>C1COCC1>[Cl:8][C:6]1[CH:5]=[C:4]([C@H:9]2[O:13][C:12](=[O:14])[N:11]([CH2:45][C:38]3[C:37]([C:21]4[CH:22]=[C:23]([C:26]5[CH:31]=[CH:30][C:29]([C:32]([O:34][CH3:35])=[O:33])=[CH:28][C:27]=5[CH3:36])[CH:24]=[CH:25][C:20]=4[O:19][CH3:18])=[CH:42][N:41]=[C:40]([S:43][CH3:44])[N:39]=3)[C@H:10]2[CH3:15])[CH:3]=[C:2]([Cl:1])[CH:7]=1 |f:1.2|. Procedure details: To (4S,5R)-5-(3,5-dichlorophenyl)-4-methyl-1,3-oxazolidin-2-one (INTERMEDIATE XX—see table 18, 202 mg, 0.821 mmol) in THF (6 mL) at 0° C. was added sodium hydride (60 wt %, 37.3 mg, 0.933 mmol). The reaction was stirred at 0° C. for 1 hour and a solution of methyl 4′-methoxy-2-methyl-3′-[2-(methylsulfanyl)-4-{[(methylsulfonyl)oxy]methyl}pyrimidin-5-yl]biphenyl-4-carboxylate (364 mg, 0.746 mmol) in THF (500 μL) was added. The reaction was allowed to warm to room temperature overnight. The reactio...